This data is from the Open Reaction Database (ORD), a public repository of structured organic reaction records. The task is: describe an organic reaction: reactants, conditions, products, and yield The reactants are C#CC(C)(O)CCC1C(C)(C)C1(Br)Br, CCOCC, N, [Na]. The product is C#CC(C)(O)CCC1CC1(C)C. RXN SMILES: [Br:2][C:3]1([Br:15])[CH:4]([CH2:8][CH2:9][C:10]([C:11]#[CH:12])([OH:13])[CH3:14])[C:5]1([CH3:6])[CH3:7].[CH3:17][CH2:18][O:19][CH2:20][CH3:21].[NH3:1].[Na:16]>>[CH2:3]1[CH:4]([CH2:8][CH2:9][C:10]([C:11]#[CH:12])([OH:13])[CH3:14])[C:5]1([CH3:6])[CH3:7]. Starting materials: FC(C1=CC=C(C=CC(=O)O)C=C1)(F)F (4-trifluoromethylcinnamic acid), FC(C1=CC=C(C=CC(=O)O)C=C1)(F)F (4-trifluoromethylcinnamic acid). The reagents and catalysts are [Pd] (Pd/C). The solvent is CO (methanol). The product is FC(C1=CC=C(C=C1)CCC(=O)O)(F)F (3-(4-trifluoromethyl-phenyl)-propionic acid). Reaction SMILES: [F:1][C:2]([F:15])([F:14])[C:3]1[CH:13]=[CH:12][C:6]([CH:7]=[CH:8][C:9]([OH:11])=[O:10])=[CH:5][CH:4]=1>CO.[Pd]>[F:1][C:2]([F:14])([F:15])[C:3]1[CH:4]=[CH:5][C:6]([CH2:7][CH2:8][C:9]([OH:11])=[O:10])=[CH:12][CH:13]=1. Procedure details: A solution of 4-trifluoromethylcinnamic acid (commercial available) in methanol is hydrogenated with Pd/C (5 wt %) at 2 bar until 4-trifluoromethylcinnamic acid has reacted completely. After removal of the catalyst by filtration the 4-trifluoromethylhydrocinnamic acid is further reacted in step 2 to compound 2. As a reaction SMILES: [CH3:1][C:2]1[NH:3][CH:4]=[CH:5][N:6]=1.Cl[C:8]1[N:9]=[C:10]([NH:19][CH2:20][C:21]2[CH:26]=[CH:25][CH:24]=[CH:23][CH:22]=2)[C:11]2[CH:16]=[C:15]([CH2:17][CH3:18])[S:14][C:12]=2[N:13]=1>>[CH3:1][C:2]1[N:3]([C:8]2[N:9]=[C:10]([NH:19][CH2:20][C:21]3[CH:26]=[CH:25][CH:24]=[CH:23][CH:22]=3)[C:11]3[CH:16]=[C:15]([CH2:17][CH3:18])[S:14][C:12]=3[N:13]=2)[CH:4]=[CH:5][N:6]=1. Reported procedure: Following the procedure of Example 97, the reaction of 2-methylimidazole with 2-chloro-6-ethyl-4-benzylamino-thieno-[2,3-d]-pyrimidine gives 2-(2-methylimidazol-1-yl)-6-ethyl-4-benzylamino-thieno-[2,3-d]-pyrimidine. The product is CC=1N(C=CN1)C=1N=C(C2=C(N1)SC(=C2)CC)NCC2=CC=CC=C2 (2-(2-methylimidazol-1-yl)-6-ethyl-4-benzylamino-thieno-[2,3-d]-pyrimidine). The reactants are CC=1NC=CN1 (2-methylimidazole), ClC=1N=C(C2=C(N1)SC(=C2)CC)NCC2=CC=CC=C2 (2-chloro-6-ethyl-4-benzylamino-thieno-[2,3-d]-pyrimidine). Yields the product CC1=C(C(=O)O)C=C(C=C1[N+](=O)[O-])C(F)(F)F (2-Methyl-3-nitro-5-(trifluoromethyl)benzoic acid). Run in OS(=O)(=O)O (H2SO4). As a reaction SMILES: [CH3:1][C:2]1[CH:10]=[CH:9][C:8]([C:11]([F:14])([F:13])[F:12])=[CH:7][C:3]=1[C:4]([OH:6])=[O:5].[N+:15]([O-])([OH:17])=[O:16].O>OS(O)(=O)=O>[CH3:1][C:2]1[C:10]([N+:15]([O-:17])=[O:16])=[CH:9][C:8]([C:11]([F:12])([F:13])[F:14])=[CH:7][C:3]=1[C:4]([OH:6])=[O:5]. Reaction conditions: time 3 hour. The yield is 76.0%. Starting materials: CC1=C(C(=O)O)C=C(C=C1)C(F)(F)F (2-methyl-5-(trifluoromethyl)benzoic acid), [N+](=O)(O)[O-] (HNO3), O (water). Procedure: To a stirred solution of 2-methyl-5-(trifluoromethyl)benzoic acid (2.00 g, 9.80 mmol) in H2SO4 (20 mL, 12 N) was added HNO3 (2 mL, 12N) at 0° C. After stirring for 3 hours, water was added and resulting precipitate was collected. The solid was washed with water and dried to give the titled compound as a white solid (1.90 g, 76% yield). 1H-NMR (400 MHz, CDCl3) δppm; 8.43 (s, 1H), 8.15 (s, 1H), 2.77 (s, 3H); MS (ES) [M−H] 247.8. Reported procedure: Chloroacetylisocyanate (12g) was added slowly to the solution of β-phenoxyethylalcohol (13.8g) and benzene (100ml) at room temperature. Reaction SMILES: [Cl:1][CH2:2][C:3]([N:5]=[C:6]=[O:7])=[O:4].[O:8]([CH2:15][CH2:16][OH:17])[C:9]1[CH:14]=[CH:13][CH:12]=[CH:11][CH:10]=1>C1C=CC=CC=1>[Cl:1][CH2:2][C:3]([NH:5][C:6](=[O:7])[O:17][CH2:16][CH2:15][O:8][C:9]1[CH:14]=[CH:13][CH:12]=[CH:11][CH:10]=1)=[O:4]. Run in C1=CC=CC=C1 (benzene). Yields the product ClCC(=O)NC(OCCOC1=CC=CC=C1)=O (β-phenoxyethyl N-chloroacetyl-carbamate). Reactants: ClCC(=O)N=C=O (Chloroacetylisocyanate), O(C1=CC=CC=C1)CCO (β-phenoxyethylalcohol). The reactants are aqueous solution, [OH-].[Na+] (sodium hydroxide), FC1(C2CCC(C12)=O)C(=O)OCC ((1RS,5RS,6RS)ethyl 6-fluoro-2-oxobicyclo[3.1.0]hexane-6-carboxylate), Cl (hydrochloric acid). Reaction conditions: time 2.5 hour. Yields the product FC1(C2CCC(C12)=O)C(=O)O ((1RS,5RS,6RS)-6-fluoro-2-oxobicyclo[3.1.0]hexane-6-carboxylic acid). Isolated yield 103.9%. As a reaction SMILES: [OH-].[Na+].[F:3][C:4]1([C:11]([O:13]CC)=[O:12])[CH:9]2[CH:5]1[CH2:6][CH2:7][C:8]2=[O:10].Cl>>[F:3][C:4]1([C:11]([OH:13])=[O:12])[CH:9]2[CH:5]1[CH2:6][CH2:7][C:8]2=[O:10] |f:0.1|. Reported procedure: A 1M aqueous solution of sodium hydroxide in an amount of 1.0 mL was added dropwise to 0.17 g of (1RS,5RS,6RS)ethyl 6-fluoro-2-oxobicyclo[3.1.0]hexane-6-carboxylate while being ice-cooled. The mixture was stirred for 2.5 hours at the same temperature. The pH of the reaction mixture was adjusted to 1 with concentrated hydrochloric acid, followed by extractions with chloroform three times. The organic layers were combined, and the combined organic layer was dried over anhydrous sodium sulfate. Aft...